Task: describe an organic reaction: reactants, conditions, products, and yield. Dataset: the Open Reaction Database (ORD), a public repository of structured organic reaction records Starting materials: C(=O)(O)C1=CC=C(C=C1)S(=O)(=O)N (4-Carboxyphenylsulfonamide), C(Cl)(Cl)Cl (chloroform), C[Si](C)(C)C=[N+]=[N-] ((Trimethylsilyl)-diazomethane), solution, Hexanes. Solvent: CO (methanol). Run at time 5 minute. The product is COC(C1=CC=C(C=C1)S(N)(=O)=O)=O (4-sulfamoylbenzoic acid methyl ester). Yield: 98.0%. As a reaction SMILES: [C:1]([C:4]1[CH:9]=[CH:8][C:7]([S:10]([NH2:13])(=[O:12])=[O:11])=[CH:6][CH:5]=1)([OH:3])=[O:2].[CH:14](Cl)(Cl)Cl.C[Si](C=[N+]=[N-])(C)C>CO>[CH3:14][O:2][C:1](=[O:3])[C:4]1[CH:9]=[CH:8][C:7]([S:10](=[O:12])(=[O:11])[NH2:13])=[CH:6][CH:5]=1. Procedure details: 4-Carboxyphenylsulfonamide (2.00 g, 9.9 mmol) is suspended in 3:1 chloroform:methanol (200 mL). (Trimethylsilyl)-diazomethane is added as a 2.0 M solution in Hexanes (7.4 mL, 14.8 mmol) at ambient temperature and stirred for 5 min. The solution is concentrated in vacuo, and the crude is chromatographed on silica gel, 0.5% MeOH/0.1% AcOH in CH2Cl2. The product is a white solid, 2.11 g, 98% yield.